Task: describe an organic reaction: reactants, conditions, products, and yield. Dataset: the Open Reaction Database (ORD), a public repository of structured organic reaction records The reactants are O=C([O-])[O-], COc1cc2cc[nH]c(=O)c2cc1F, O=[N+]([O-])c1ccc(F)cc1, [K+], [K+], CN(C)C=O, O. Reaction SMILES: [C:15](=[O:16])([O-:17])[O-:18].[F:1][c:2]1[c:3]([O:13][CH3:14])[cH:4][c:5]2[cH:6][cH:7][nH:8][c:9](=[O:12])[c:10]2[cH:11]1.[F:21][c:22]1[cH:23][cH:24][c:25]([N+:28](=[O:29])[O-:30])[cH:26][cH:27]1.[K+:19].[K+:20].[O:32]=[CH:33][N:34]([CH3:35])[CH3:36].[OH2:31]>>[F:1][c:2]1[c:3]([O:13][CH3:14])[cH:4][c:5]2[cH:6][cH:7][n:8](-[c:22]3[cH:23][cH:24][c:25]([N+:28](=[O:29])[O-:30])[cH:26][cH:27]3)[c:9](=[O:12])[c:10]2[cH:11]1. Yields the product COc1cc2ccn(-c3ccc([N+](=O)[O-])cc3)c(=O)c2cc1F. The reactants are NC(=O)NCC(=O)O, COc1cccc(C(Oc2ccc3c(cnn3-c3ccc(F)cc3)c2)C(C)N)c1. Product: COc1cccc(C(Oc2ccc3c(cnn3-c3ccc(F)cc3)c2)C(C)NC(=O)CNC(N)=O)c1. As a reaction SMILES: [C:30]([CH2:31][NH:32][C:33](=[O:34])[NH2:35])(=[O:36])[OH:37].[F:1][c:2]1[cH:3][cH:4][c:5](-[n:8]2[n:9][cH:10][c:11]3[cH:12][c:13]([O:17][CH:18]([CH:19]([CH3:20])[NH2:21])[c:22]4[cH:23][c:24]([O:28][CH3:29])[cH:25][cH:26][cH:27]4)[cH:14][cH:15][c:16]23)[cH:6][cH:7]1>>[F:1][c:2]1[cH:3][cH:4][c:5](-[n:8]2[n:9][cH:10][c:11]3[cH:12][c:13]([O:17][CH:18]([CH:19]([CH3:20])[NH:21][C:30]([CH2:31][NH:32][C:33](=[O:34])[NH2:35])=[O:36])[c:22]4[cH:23][c:24]([O:28][CH3:29])[cH:25][cH:26][cH:27]4)[cH:14][cH:15][c:16]23)[cH:6][cH:7]1. Reactants: O=C1CCC(=O)N1Br, O=C(OOC(=O)c1ccccc1)c1ccccc1, ClC(Cl)(Cl)Cl, ClCCl, Cc1cc(C#N)cc(-c2nc(-c3ccccn3)no2)c1. The product is N#Cc1cc(CBr)cc(-c2nc(-c3ccccn3)no2)c1. As a reaction SMILES: [Br:21][N:22]1[C:23](=[O:24])[CH2:25][CH2:26][C:27]1=[O:28].[C:29]([O:30][O:31][C:32](=[O:33])[c:34]1[cH:35][cH:36][cH:37][cH:38][cH:39]1)(=[O:40])[c:41]1[cH:42][cH:43][cH:44][cH:45][cH:46]1.[C:47]([Cl:48])([Cl:49])([Cl:50])[Cl:51].[Cl:52][CH2:53][Cl:54].[n:1]1[c:2](-[c:7]2[n:8][o:9][c:10](-[c:12]3[cH:13][c:14]([C:19]#[N:20])[cH:15][c:16]([CH3:18])[cH:17]3)[n:11]2)[cH:3][cH:4][cH:5][cH:6]1>>[n:1]1[c:2](-[c:7]2[n:8][o:9][c:10](-[c:12]3[cH:13][c:14]([C:19]#[N:20])[cH:15][c:16]([CH2:18][Br:21])[cH:17]3)[n:11]2)[cH:3][cH:4][cH:5][cH:6]1. Reactants: C1(\C=C/C(=O)O1)=O (maleic anhydride), NC1=CC=C(C=C1)C(C)=O (p-aminoacetophenone), CO (methyl alcohol). Run in CC(=O)N(C)C (dimethylacetamide). The product is C1(C=CC(N1C1=CC=C(C=C1)C(C)=O)=O)=O (p-maleimidoacetophenone). Isolated yield 65.0%. As a reaction SMILES: [C:1]1(=[O:7])[O:6][C:4](=O)[CH:3]=[CH:2]1.[NH2:8][C:9]1[CH:14]=[CH:13][C:12]([C:15](=[O:17])[CH3:16])=[CH:11][CH:10]=1.CO>CC(N(C)C)=O>[C:4]1(=[O:6])[N:8]([C:9]2[CH:14]=[CH:13][C:12]([C:15](=[O:17])[CH3:16])=[CH:11][CH:10]=2)[C:1](=[O:7])[CH:2]=[CH:3]1. Procedure details: In dimethylacetamide, 98 g of maleic anhydride was reacted with 135 g of p-aminoacetophenone at 140° C. for 4 hours. After the reaction, methyl alcohol was added to the reaction solution to precipitate a solid. The precipitate was recovered by filtration and dried in vacuo to obtain 139 g (a yield of 65%) of p-maleimidoacetophenone. The reactants are IC1=CC=C(C=C1)S(=O)(=O)NC1=C(C(=NO1)C)C (4-iodo-N-(3,4-dimethyl-5-isoxazolyl)benzenesulfonamide), C1(=CC=CC=C1)C#C (phenylacetylene). Reagents/catalysts: [Pd](Cl)Cl.C1(=CC=CC=C1)P(C1=CC=CC=C1)C1=CC=CC=C1.C1(=CC=CC=C1)P(C1=CC=CC=C1)C1=CC=CC=C1 (bis(triphenylphosphine) palladium(II) chloride), [Cu]I (copper(I) iodide). The solvent is C(C)NCC (diethylamine). Product: C1(=CC=CC=C1)C#CC1=CC=C(C=C1)S(=O)(=O)NC1=C(C(=NO1)C)C (4-(Phenylethynyl)-N-(3,4-dimethyl-5-isoxazolyl)benzenesulfonamide). Yield: 163.7%. RXN SMILES: [C:1]1([C:7]#[CH:8])[CH:6]=[CH:5][CH:4]=[CH:3][CH:2]=1.I[C:10]1[CH:15]=[CH:14][C:13]([S:16]([NH:19][C:20]2[O:24][N:23]=[C:22]([CH3:25])[C:21]=2[CH3:26])(=[O:18])=[O:17])=[CH:12][CH:11]=1>C(NCC)C.[Cu]I.[Pd](Cl)Cl.C1(P(C2C=CC=CC=2)C2C=CC=CC=2)C=CC=CC=1.C1(P(C2C=CC=CC=2)C2C=CC=CC=2)C=CC=CC=1>[C:1]1([C:7]#[C:8][C:10]2[CH:11]=[CH:12][C:13]([S:16]([NH:19][C:20]3[O:24][N:23]=[C:22]([CH3:25])[C:21]=3[CH3:26])(=[O:17])=[O:18])=[CH:14][CH:15]=2)[CH:6]=[CH:5][CH:4]=[CH:3][CH:2]=1 |f:4.5.6|. Procedure details: To a mixture of phenylacetylene (34.8 ml, 0.32 mmol) and copper(I) iodide (0.25 mg) in diethylamine (2 ml) stirred at room temperature was added 4-iodo-N-(3,4-dimethyl-5-isoxazolyl)benzenesulfonamide (1 00 mg, 0.26 mmol) and bis(triphenylphosphine) palladium(II) chloride (1.86 mg). The brown mixture was stirred at room temperature for 4 h. The solvent was removed under reduced pressure and the brownish residue was extracted into 50 ml of ethyl acetate. The organic extract was washed with 1N HCl ... Reactants: CC(C)n1ncnc1-c1cn2c(n1)-c1ccc(Br)cc1OCC2, CC(C)c1cc(C(C)C)c(-c2ccccc2P(C(C)(C)C)C(C)(C)C)c(C(C)C)c1, [K+], O=C(C=Cc1ccccc1)C=Cc1ccccc1, C1COCCO1, O=C(C=Cc1ccccc1)C=Cc1ccccc1, O=C(C=Cc1ccccc1)C=Cc1ccccc1, [OH-], O, [Pd], [Pd]. Yields the product CC(C)n1ncnc1-c1cn2c(n1)-c1ccc(O)cc1OCC2. Reaction SMILES: [Br:1][c:2]1[cH:3][c:4]2[c:5]([cH:22][cH:23]1)-[c:6]1[n:7][c:8](-[c:14]3[n:15]([CH:19]([CH3:20])[CH3:21])[n:16][cH:17][n:18]3)[cH:9][n:10]1[CH2:11][CH2:12][O:13]2.[C:24]([P:25]([C:26]([CH3:27])([CH3:28])[CH3:29])[c:30]1[cH:31][cH:32][cH:33][cH:34][c:35]1-[c:36]1[c:37]([CH:38]([CH3:39])[CH3:40])[cH:41][c:42]([CH:43]([CH3:44])[CH3:45])[cH:46][c:47]1[CH:48]([CH3:49])[CH3:50])([CH3:51])([CH3:52])[CH3:53].[K+:55].[O:101]=[C:102]([CH:103]=[CH:104][c:105]1[cH:106][cH:107][cH:108][cH:109][cH:110]1)[CH:111]=[CH:112][c:113]1[cH:114][cH:115][cH:116][cH:117][cH:118]1.[O:56]1[CH2:57][CH2:58][O:59][CH2:60][CH2:61]1.[O:65]=[C:66]([CH:67]=[CH:68][c:69]1[cH:70][cH:71][cH:72][cH:73][cH:74]1)[CH:75]=[CH:76][c:77]1[cH:78][cH:79][cH:80][cH:81][cH:82]1.[O:83]=[C:84]([CH:85]=[CH:86][c:87]1[cH:88][cH:89][cH:90][cH:91][cH:92]1)[CH:93]=[CH:94][c:95]1[cH:96][cH:97][cH:98][cH:99][cH:100]1.[OH-:54].[OH2:62].[Pd:63].[Pd:64]>>[c:2]1([OH:54])[cH:3][c:4]2[c:5]([cH:22][cH:23]1)-[c:6]1[n:7][c:8](-[c:14]3[n:15]([CH:19]([CH3:20])[CH3:21])[n:16][cH:17][n:18]3)[cH:9][n:10]1[CH2:11][CH2:12][O:13]2. The reactants are Cl.CN(CC=O)C (2-(dimethylamino)acetaldehyde, hydrochloride), C(C)(=O)O[C@H](CNCC1=CC=C(C=C1)Cl)[C@]12C([C@H]3CC[C@@H]4[C@]5(CC[C@@H](C([C@@H]5CC[C@]4([C@@]3(CC1)C)C)(C)C)OC(CC(C(=O)O)(C)C)=O)C)=C(C(C2)=O)C(C)C (4-(((3aR,5aR,5bR,7aR,9S,11aR,11bR,13aS)-3a-((S)-1-acetoxy-2-((4-chlorobenzyl)amino)ethyl)-1-isopropyl-5a,5b,8,8,11a-pentamethyl-2-oxo-3,3a,4,5,5a,5b,6,7,7a,8,9,10,11,11a,11b,12,13,13a-octadecahydro-2H-cyclopenta[a]chrysen-9-yl)oxy)-2,2-dimethyl-4-oxobutanoic acid), C(#N)[BH3-].[Na+] (sodium cyanoborohydride). Run in CO (methanol). Run at time 2 hour. Product: C(C)(=O)O[C@H](CN(CCN(C)C)CC1=CC=C(C=C1)Cl)[C@]12C([C@H]3CC[C@@H]4[C@]5(CC[C@@H](C([C@@H]5CC[C@]4([C@@]3(CC1)C)C)(C)C)OC(CC(C(=O)O)(C)C)=O)C)=C(C(C2)=O)C(C)C (4-(((3aR,5aR,5bR,7aR,9S,11aR,11bR,13aS)-3a-((S)-1-Acetoxy-2-((4-chlorobenzyl)(2-(dimethylamino)ethyl)amino)ethyl)-1-isopropyl-5a,5b,8,8,11a-pentamethyl-2-oxo-3,3a,4,5,5a,5b,6,7,7a,8,9,10,11,11a,11b,12,13,13a-octadecahydro-2H-cyclopenta[a]chrysen-9-yl)oxy)-2,2-dimethyl-4-oxobutanoic acid). Yield: 30.6%. As a reaction SMILES: Cl.[CH3:2][N:3]([CH3:7])[CH2:4][CH:5]=O.[C:8]([O:11][C@@H:12]([C@:23]12[CH2:58][C:57](=[O:59])[C:56]([CH:60]([CH3:62])[CH3:61])=[C:24]1[C@@H:25]1[C@@:38]([CH3:41])([CH2:39][CH2:40]2)[C@@:37]2([CH3:42])[C@@H:28]([C@:29]3([CH3:55])[C@@H:34]([CH2:35][CH2:36]2)[C:33]([CH3:44])([CH3:43])[C@@H:32]([O:45][C:46](=[O:54])[CH2:47][C:48]([CH3:53])([CH3:52])[C:49]([OH:51])=[O:50])[CH2:31][CH2:30]3)[CH2:27][CH2:26]1)[CH2:13][NH:14][CH2:15][C:16]1[CH:21]=[CH:20][C:19]([Cl:22])=[CH:18][CH:17]=1)(=[O:10])[CH3:9].C([BH3-])#N.[Na+]>CO>[C:8]([O:11][C@@H:12]([C@:23]12[CH2:58][C:57](=[O:59])[C:56]([CH:60]([CH3:62])[CH3:61])=[C:24]1[C@@H:25]1[C@@:38]([CH3:41])([CH2:39][CH2:40]2)[C@@:37]2([CH3:42])[C@@H:28]([C@:29]3([CH3:55])[C@@H:34]([CH2:35][CH2:36]2)[C:33]([CH3:44])([CH3:43])[C@@H:32]([O:45][C:46](=[O:54])[CH2:47][C:48]([CH3:52])([CH3:53])[C:49]([OH:51])=[O:50])[CH2:31][CH2:30]3)[CH2:27][CH2:26]1)[CH2:13][N:14]([CH2:15][C:16]1[CH:17]=[CH:18][C:19]([Cl:22])=[CH:20][CH:21]=1)[CH2:5][CH2:4][N:3]([CH3:7])[CH3:2])(=[O:10])[CH3:9] |f:0.1,3.4|. Procedure: To a solution of 2-(dimethylamino)acetaldehyde, hydrochloride (238 mg, 1.922 mmol) in methanol (12 mL) was added 4-(((3aR,5aR,5bR,7aR,9S,11aR,11bR,13aS)-3a-((S)-1-acetoxy-2-((4-chlorobenzyl)amino)ethyl)-1-isopropyl-5a,5b,8,8,11a-pentamethyl-2-oxo-3,3a,4,5,5a,5b,6,7,7a,8,9,10,11,11a,11b,12,13,13a-octadecahydro-2H-cyclopenta[a]chrysen-9-yl)oxy)-2,2-dimethyl-4-oxobutanoic acid (50) (150 mg, 0.192 mmol). The reaction mixture was stirred at rt for 2 h then sodium cyanoborohydride (121 mg, 1.922 mmol)... The reactants are [F-].C(CCC)[N+](CCCC)(CCCC)CCCC (tetrabutylammonium fluoride), COC(=O)C=1N(C2=CC(=CC=C2C(C1CC1=CC=C(C=C1)S(NCCO[Si](C)(C)C(C)(C)C)(=O)=O)=O)Cl)C1=CC=CC=C1 (3-{4-[2-(tert-butyl-dimethyl-silanyloxy)-ethylsulfamoyl]-benzyl}-7-chloro-4-oxo-1-phenyl-1,4-dihydroquinoline-2-carboxylic acid methyl ester). The solvent is C1CCOC1 (THF). Conditions: time 1 hour. Yields the product COC(=O)C=1N(C2=CC(=CC=C2C(C1CC1=CC=C(C=C1)S(NCCO)(=O)=O)=O)Cl)C1=CC=CC=C1 (7-chloro-3-[4-(2-hydroxy-ethylsulfamoyl)-benzyl]-4-oxo-1-phenyl-1,4-dihydro-quinoline-2-carboxylic acid methyl ester). Reaction SMILES: [F-].C([N+](CCCC)(CCCC)CCCC)CCC.[CH3:19][O:20][C:21]([C:23]1[N:24]([C:56]2[CH:61]=[CH:60][CH:59]=[CH:58][CH:57]=2)[C:25]2[C:30]([C:31](=[O:54])[C:32]=1[CH2:33][C:34]1[CH:39]=[CH:38][C:37]([S:40](=[O:53])(=[O:52])[NH:41][CH2:42][CH2:43][O:44][Si](C(C)(C)C)(C)C)=[CH:36][CH:35]=1)=[CH:29][CH:28]=[C:27]([Cl:55])[CH:26]=2)=[O:22]>C1COCC1>[CH3:19][O:20][C:21]([C:23]1[N:24]([C:56]2[CH:61]=[CH:60][CH:59]=[CH:58][CH:57]=2)[C:25]2[C:30]([C:31](=[O:54])[C:32]=1[CH2:33][C:34]1[CH:35]=[CH:36][C:37]([S:40](=[O:52])(=[O:53])[NH:41][CH2:42][CH2:43][OH:44])=[CH:38][CH:39]=1)=[CH:29][CH:28]=[C:27]([Cl:55])[CH:26]=2)=[O:22] |f:0.1|. Procedure details: A solution of tetrabutylammonium fluoride (1 M in THF, 0.26 mL) was added to a solution of 3-{4-[2-(tert-butyl-dimethyl-silanyloxy)-ethylsulfamoyl]-benzyl}-7-chloro-4-oxo-1-phenyl-1,4-dihydroquinoline-2-carboxylic acid methyl ester (113 mg) in THF (5 mL) and the resulting mixture was stirred for 1 h. The reaction mixture was partitioned between EtOAc and water, the organic layer separated and the aqueous layer was extracted with EtOAc (2×25 mL). The combined organic extracts were washed with bri... The yield is 97.2%. RXN SMILES: [C:1]1([CH2:7][CH:8]=[CH:9][CH2:10][CH2:11][CH2:12][CH2:13][CH2:14][CH2:15][CH2:16][CH2:17][C:18]([OH:20])=[O:19])[CH:6]=[CH:5][CH:4]=[CH:3][CH:2]=1>[Pd]>[C:1]1([CH2:7][CH2:8][CH2:9][CH2:10][CH2:11][CH2:12][CH2:13][CH2:14][CH2:15][CH2:16][CH2:17][C:18]([OH:20])=[O:19])[CH:6]=[CH:5][CH:4]=[CH:3][CH:2]=1. Reported procedure: This compound was synthesized from 12-phenyl-10-dodecenoic acid (1.92 g, 7 mmol) by a hydrogenation reaction using Pd/C (190 mg). Crystallization (petroleum ether) afforded the product (1.88 g, 97%) as white crystals (mp 47-48° C.). IR: 3400-2500, 1700 cm-1 ; 1H-NMR: 1.30 (m, 14H), 1.60 (m, 4H), 2.32 (t, 2H), 2.57 (t, 2H), 7.20 (m, 5H), 10.20 (bs, 1H). Anal. Calcd. for C18H28O2 : C, 78.21, H, 10.21%; Yields the product C1(=CC=CC=C1)CCCCCCCCCCCC(=O)O (12-Phenyldodecanoic acid). Starting materials: C1(=CC=CC=C1)CC=CCCCCCCCCC(=O)O (12-phenyl-10-dodecenoic acid). The reagents and catalysts are [Pd] (Pd/C). Reactants: CCOC(=O)CCCCBr, CCOC(=O)C(N)CS, CCO, CS(C)=O, Cl, [Na+], [Na], O=P([O-])(O)O. Yields the product CCOC(=O)CCCCSCC(N)C(=O)OCC. As a reaction SMILES: [Br:12][CH2:13][CH2:14][CH2:15][CH2:16][C:17](=[O:18])[O:19][CH2:20][CH3:21].[CH2:2]([CH3:3])[O:4][C:5]([CH:6]([NH2:7])[CH2:8][SH:9])=[O:10].[CH3:28][CH2:29][OH:30].[CH3:31][S:32]([CH3:33])=[O:34].[ClH:1].[Na+:27].[Na:11].[P:22]([O-:23])([OH:24])([OH:25])=[O:26]>>[CH2:2]([CH3:3])[O:4][C:5]([CH:6]([NH2:7])[CH2:8][S:9][CH2:13][CH2:14][CH2:15][CH2:16][C:17](=[O:18])[O:19][CH2:20][CH3:21])=[O:10].